The task is: describe an organic reaction: reactants, conditions, products, and yield. This data is from the Open Reaction Database (ORD), a public repository of structured organic reaction records. Starting materials: FC1=CC=C2C=CC(=CC2=C1)CBr (7-fluoro-2-bromomethylnaphthalene), OC=1C=C(C=CC1)C1(CC(OCC1)(C)C)OC (4-(3-hydroxyphenyl)-4-methoxy-2,2-dimethyltetrahydropyran). Yields the product FC1=CC=C2C=CC(=CC2=C1)COC=1C=C(C=CC1)C1(CC(OCC1)(C)C)OC (4-[3-(7-fluoronaphth-2-ylmethoxy)phenyl]-4-methoxy-2,2-dimethyltetrahydropyran). The yield is 99.8%. RXN SMILES: [F:1][C:2]1[CH:11]=[C:10]2[C:5]([CH:6]=[CH:7][C:8]([CH2:12]Br)=[CH:9]2)=[CH:4][CH:3]=1.[OH:14][C:15]1[CH:16]=[C:17]([C:21]2([O:29][CH3:30])[CH2:26][CH2:25][O:24][C:23]([CH3:28])([CH3:27])[CH2:22]2)[CH:18]=[CH:19][CH:20]=1>>[F:1][C:2]1[CH:11]=[C:10]2[C:5]([CH:6]=[CH:7][C:8]([CH2:12][O:14][C:15]3[CH:16]=[C:17]([C:21]4([O:29][CH3:30])[CH2:26][CH2:25][O:24][C:23]([CH3:27])([CH3:28])[CH2:22]4)[CH:18]=[CH:19][CH:20]=3)=[CH:9]2)=[CH:4][CH:3]=1. Procedure: Using the procedure described in Example 5, 7-fluoro-2-bromomethylnaphthalene (0.23 g) was reacted with 4-(3-hydroxyphenyl)-4-methoxy-2,2-dimethyltetrahydropyran (0.21 g) to give 4-[3-(7-fluoronaphth-2-ylmethoxy)phenyl]-4-methoxy-2,2-dimethyltetrahydropyran (0.35 g, 86%), as an oil. Reactants: C(=O)(O)[O-].[Na+] (NaHCO3), [Cl-].C(C)OC(CN1C(N2CC(N(C=3C=CC=C1C23)C)=O)=O)=[NH2+] (1-Ethoxy-2-(6-methyl-2,5-dioxo-5,6-dihydro-4H-imidazo[1,5,4-de]quinoxalin-1(2H)-yl)ethaniminium Chloride), NCCC=1C=C2C[C@]3(C(NC4=NC=CC=C43)=O)CC2=CC1[N+](=O)[O-] ((2S)-5-(2-aminoethyl)-6-nitro-1,3-dihydrospiro[indene-2,3′-pyrrolo[2,3-b]pyridin]-2′(1′H)-one), NCCC=1C=C2C[C@]3(C(NC4=NC=CC=C43)=O)CC2=CC1[N+](=O)[O-] ((2S)-5-(2-aminoethyl)-6-nitro-1,3-dihydrospiro[indene-2,3′-pyrrolo[2,3-b]pyridin]-2′(1′H)-one). The solvent is CCO (EtOH). Run at temperature 100 celsius. Yields the product CN1C(CN2C=3C(=CC=CC13)N(C2=O)CC2=NCCC1=C(N2)C=C2C[C@@]3(C(NC4=NC=CC=C43)=O)CC2=C1)=O (6-Methyl-1-{[(8S)-2′-oxo-1′,2′, 4,5,7,9-hexahydro-1H-spiro[indeno[5,6-d][1,3]diazepine-8,3′-pyrrolo[2,3-b]pyridin]-2-yl]methyl}-4H-imidazo[1,5,4-de]quinoxaline-2,5(1H,6H)-dione). As a reaction SMILES: [Cl-].C(O[C:5](=[NH2+:22])[CH2:6][N:7]1[C:17]2[C:18]3[N:9]([CH2:10][C:11](=[O:20])[N:12]([CH3:19])[C:13]=3[CH:14]=[CH:15][CH:16]=2)[C:8]1=[O:21])C.N[CH2:24][CH2:25][C:26]1[CH:27]=[C:28]2[C:41](=[CH:42][C:43]=1[N+:44]([O-])=O)[CH2:40][C@:30]1([C:38]3[C:33](=[N:34][CH:35]=[CH:36][CH:37]=3)[NH:32][C:31]1=[O:39])[CH2:29]2.C([O-])(O)=O.[Na+]>CCO>[CH3:19][N:12]1[C:13]2[CH:14]=[CH:15][CH:16]=[C:17]3[N:7]([CH2:6][C:5]4[NH:44][C:43]5[CH:42]=[C:41]6[C:28](=[CH:27][C:26]=5[CH2:25][CH2:24][N:22]=4)[CH2:29][C@@:30]4([C:38]5[C:33](=[N:34][CH:35]=[CH:36][CH:37]=5)[NH:32][C:31]4=[O:39])[CH2:40]6)[C:8](=[O:21])[N:9]([C:18]=23)[CH2:10][C:11]1=[O:20] |f:0.1,3.4|. Procedure details: A mixture of 1-ethoxy-2-(6-methyl-2,5-dioxo-5,6-dihydro-4H-imidazo[1,5,4-de]quinoxalin-1(2H)-yl)ethaniminium chloride from Step B (72 mg, 0.22 mmol) and (2S)-5-(2-aminoethyl)-6-nitro-1,3-dihydrospiro[indene-2,3′-pyrrolo[2,3-b]pyridin]-2′(1′H)-one (73 mg, 0.25 mmol, described in Intermediate 15) in EtOH (7 mL) was heated to 100° C. for 5 min then allowed to cool. The reaction was poured into dilute aqueous NaHCO3 (50 mL) and the mixture was extracted with EtOAc (100 mL). The organic layer was was... The reagents and catalysts are S(=O)(=O)([O-])[O-].[Cu+2] (copper sulfate). Solvent: CCOCC (ether). Reported procedure: A mixture of 2-(2-dimethylaminoethylamino)-4-methyl-6-chloropyridine (from Example 77, Part A) (21.4 g., 0.1 mole), liquid ammonia (85 g) and copper sulfate catalyst (1.0 g) in 150 ml. ethanol is heated at 200° C. for 48 hours in a pressure vessel. The cooled reaction mixture is filtered and concentrated in vacuo. The residual oil is dissolved in 125 ml of chloroform, washed with excess sodium hydroxide and then with saturated sodium chloride solution, dried, filtered and concentrated in vacuo. ... Starting materials: CN(CCNC1=NC(=CC(=C1)C)Cl)C (2-(2-dimethylaminoethylamino)-4-methyl-6-chloropyridine), N (ammonia), C(C)O (ethanol). The product is CN(CCNC1=NC(=CC(=C1)C)N)C (2-(2-Dimethylaminoethylamino)-4-methyl-6-aminopyridine). Reaction SMILES: [CH3:1][N:2]([CH3:14])[CH2:3][CH2:4][NH:5][C:6]1[CH:11]=[C:10]([CH3:12])[CH:9]=[C:8](Cl)[N:7]=1.[NH3:15].C(O)C>S([O-])([O-])(=O)=O.[Cu+2].CCOCC>[CH3:1][N:2]([CH3:14])[CH2:3][CH2:4][NH:5][C:6]1[CH:11]=[C:10]([CH3:12])[CH:9]=[C:8]([NH2:15])[N:7]=1 |f:3.4|. Starting materials: CC([C@@H](C(NC)=O)NC(=O)C1=CC=C(O1)C1=CC=C(C=N1)OS(=O)(=O)C(F)(F)F)C (trifluoromethanesulfonic acid 6-[5-((S)-2-methyl-1-methylcarbamoyl-propylcarbamoyl)-furan-2-yl]-pyridin-3-yl ester), C1(=CC=CC=C1)B(O)O (phenylboronic acid), palladiumtetrakistriphenylphosphine, C([O-])([O-])=O.[K+].[K+] (potassium carbonate). Reaction conditions: temperature 100 celsius, time 2 hour. Product: CC([C@@H](C(NC)=O)NC(=O)C=1OC(=CC1)C1=NC=C(C=C1)C1=CC=CC=C1)C (5-(5-Phenyl-pyridin-2-yl)-furan-2-carboxylic acid ((S)-2-methyl-1-methylcarbamoyl-propyl)-amide). Reaction SMILES: [CH3:1][CH:2]([CH3:30])[C@H:3]([NH:8][C:9]([C:11]1[O:15][C:14]([C:16]2[N:21]=[CH:20][C:19](OS(C(F)(F)F)(=O)=O)=[CH:18][CH:17]=2)=[CH:13][CH:12]=1)=[O:10])[C:4](=[O:7])[NH:5][CH3:6].[C:31]1(B(O)O)[CH:36]=[CH:35][CH:34]=[CH:33][CH:32]=1.C(=O)([O-])[O-].[K+].[K+]>>[CH3:1][CH:2]([CH3:30])[C@H:3]([NH:8][C:9]([C:11]1[O:15][C:14]([C:16]2[CH:17]=[CH:18][C:19]([C:31]3[CH:36]=[CH:35][CH:34]=[CH:33][CH:32]=3)=[CH:20][N:21]=2)=[CH:13][CH:12]=1)=[O:10])[C:4](=[O:7])[NH:5][CH3:6] |f:2.3.4|. Procedure: A flask charged with trifluoromethanesulfonic acid 6-[5-((S)-2-methyl-1-methylcarbamoyl-propylcarbamoyl)-furan-2-yl]-pyridin-3-yl ester (50 mg, 0.11 mmol), phenylboronic acid (27 mg, 0.22 mmol), palladiumtetrakistriphenylphosphine (13 mg, 0.01 mmol), and potassium carbonate (61 mg, 0.44 mmol) is flushed with argon. Toluene (2 mL), ethanol (0.5 mL), and water (1 mL) are added and the reaction is stirred at 100° C. for 2 hours. The reaction is cooled to room temperature, ethyl acetate (10 mL), is ... Reactants: C1=CC=CC=C1 (benzene), CN(CCN)C (N,N-dimethylethylenediamine), CC(CC=O)(CC=O)C (3,3-dimethylglutaraldehyde). Yields the product CN(CCN1C=CC(C=C1)(C)C)C (1,4-Dihydro-N,N,4,4-tetramethyl-1-pyridineethanamine). Reaction SMILES: C1C=CC=CC=1.[CH3:7][N:8]([CH3:12])[CH2:9][CH2:10][NH2:11].[CH3:13][C:14]([CH3:21])([CH2:18][CH:19]=O)[CH2:15][CH:16]=O>>[CH3:7][N:8]([CH3:12])[CH2:9][CH2:10][N:11]1[CH:19]=[CH:18][C:14]([CH3:21])([CH3:13])[CH:15]=[CH:16]1. Procedure: In 100 ml of benzene 3.30 ml (0.03 mole) of N,N-dimethylethylenediamine was combined with 3.84 g (0.03 mole) of 3,3-dimethylglutaraldehyde under nitrogen. The reaction mixture was warmed to reflux and water azeotroped off via a Dean-Stark trap. After 15 hours the benzene was evaporated in vacuo giving 5.76 g of crude product as a brown liquid. The crude product was distilled to yield 2.41 g of the title compound as a clear liquid, bp 60° C./0.2 mm Hg.